Dataset: the Open Reaction Database (ORD), a public repository of structured organic reaction records. Task: describe an organic reaction: reactants, conditions, products, and yield Starting materials: BrC=1N(C=CN1)C1=NC=2N([C@@H](C(N(C2C=N1)C)=O)CC)C1CCCC1 ((R)-2-(2-bromo-1H-imidazol-1-yl)-8-cyclopentyl-7-ethyl-5-methyl-7,8-dihydropteridin-6(5H)-one), C(CCC)[Sn](C=1SC=CN1)(CCCC)CCCC (2-(tributylstannyl)thiazole). Yields the product C1(CCCC1)N1[C@@H](C(N(C=2C=NC(=NC12)N1C(=NC=C1)C=1SC=CN1)C)=O)CC ((R)-8-cyclopentyl-7-ethyl-5-methyl-2-(2-(thiazol-2-yl)-1H-imidazol-1-yl)-7,8-dihydropteridin-6(5H)-one). Reaction SMILES: Br[C:2]1[N:3]([C:7]2[N:16]=[CH:15][C:14]3[N:13]([CH3:17])[C:12](=[O:18])[C@@H:11]([CH2:19][CH3:20])[N:10]([CH:21]4[CH2:25][CH2:24][CH2:23][CH2:22]4)[C:9]=3[N:8]=2)[CH:4]=[CH:5][N:6]=1.C([Sn](CCCC)(CCCC)[C:31]1[S:32][CH:33]=[CH:34][N:35]=1)CCC>>[CH:21]1([N:10]2[C:9]3[N:8]=[C:7]([N:3]4[CH:4]=[CH:5][N:6]=[C:2]4[C:31]4[S:32][CH:33]=[CH:34][N:35]=4)[N:16]=[CH:15][C:14]=3[N:13]([CH3:17])[C:12](=[O:18])[C@H:11]2[CH2:19][CH3:20])[CH2:25][CH2:24][CH2:23][CH2:22]1. Procedure details: The title compound was prepared similarly to the methods described in Example 54, with (R)-2-(2-bromo-1H-imidazol-1-yl)-8-cyclopentyl-7-ethyl-5-methyl-7,8-dihydropteridin-6(5H)-one (Example 65) used instead of (R)-2-(4-bromo-1H-imidazol-1-yl)-8-cyclopentyl-7-ethyl-5-methyl-7,8-dihydropteridin-6(5H)-one (Example 43) and with 2-(tributylstannyl)thiazole instead of 4-(tributylstannyl)thiazole. LCMS: 410.1 m/z (M+H)+; ret. Time: 3.11 min (Analytical Method A). The reactants are BrC1=CC=C2CC[C@H](C2=C1)N(C(OC(C)(C)C)=O)CC ((R)-tert-Butyl 6-bromo-2,3-dihydro-1H-inden-1-yl(ethyl)carbamate), C1(=CC=CC=C1)P(CCCP(C1=CC=CC=C1)C1=CC=CC=C1)C1=CC=CC=C1 (1,3-bis(diphenyl-phosphino)propane), TEA. Reagents/catalysts: CC(=O)[O-].CC(=O)[O-].[Pd+2] (Pd(OAc)2). Run in CS(=O)C (DMSO), CO (MeOH). Reaction conditions: temperature 80 celsius, time 16 hour. The product is C(C)(C)(C)OC(=O)N([C@@H]1CCC2=CC=C(C=C12)C(=O)OC)CC ((R)-methyl 3-(tert-butoxycarbonyl(ethyl)amino)-2,3-dihydro-1H-indene-5-carboxylate). Yield: 77.0%. Reaction SMILES: Br[C:2]1[CH:10]=[C:9]2[C:5]([CH2:6][CH2:7][C@H:8]2[N:11]([CH2:19][CH3:20])[C:12](=[O:18])[O:13][C:14]([CH3:17])([CH3:16])[CH3:15])=[CH:4][CH:3]=1.C1(P(C2C=CC=CC=2)CCCP(C2C=CC=CC=2)C2C=CC=CC=2)C=CC=CC=1>CO.CS(C)=O.CC([O-])=O.CC([O-])=O.[Pd+2]>[C:14]([O:13][C:12]([N:11]([CH2:19][CH3:20])[C@H:8]1[C:9]2[C:5](=[CH:4][CH:3]=[C:2]([C:12]([O:13][CH3:14])=[O:18])[CH:10]=2)[CH2:6][CH2:7]1)=[O:18])([CH3:17])([CH3:16])[CH3:15] |f:4.5.6|. Procedure details: (R)-tert-Butyl 6-bromo-2,3-dihydro-1H-inden-1-yl(ethyl)carbamate (15 g, 44.12 mmol, 1 eq) was dissolved in MeOH (180 ml) and DMSO (30 ml). The mixture was degassed for 30 minutes with argon, and then Pd(OAc)2 (0.513 g, 2.21 mmol, 0.05 eq), 1,3-bis(diphenyl-phosphino)propane (0.911 g, 2.21 mmol, 0.05 eq) and TEA (18.4 ml, 132.35 mmol, 3 eq) were added. The reaction mixture was stirred for 16 hours at 80° C. in an autoclave under CO pressure (80 psi) and then concentrated under reduced pressure. T... Reactants: ice water, O1CCCC(C2=C1C=CC=C2)=O (2,3-dihydro-1-benzoxepin-5(4H)-one), [N+](=O)([O-])[O-].[Na+] (sodium nitrate), [N+](=O)([O-])[O-].[Na+] (sodium nitrate). The solvent is S(O)(O)(=O)=O (sulfuric acid). Product: [N+](=O)([O-])C=1C=CC2=C(C(CCCO2)=O)C1 (2,3-Dihydro-7-nitro-1-benzoxepin-5(4H)-one). RXN SMILES: [O:1]1[C:7]2[CH:8]=[CH:9][CH:10]=[CH:11][C:6]=2[C:5](=[O:12])[CH2:4][CH2:3][CH2:2]1.[N+:13]([O-])([O-:15])=[O:14].[Na+]>S(=O)(=O)(O)O>[N+:13]([C:10]1[CH:9]=[CH:8][C:7]2[O:1][CH2:2][CH2:3][CH2:4][C:5](=[O:12])[C:6]=2[CH:11]=1)([O-:15])=[O:14] |f:1.2|. Procedure details: 40.5 g (0.25 mole) of 2,3-dihydro-1-benzoxepin-5(4H)-one are introduced at -10° C. into 400 ml of concentrated sulfuric acid while stirring. Coarsely crystalline sodium nitrate is slowly introduced at -5° C. to 0° C. whilst stirring vigorously. The mixture is then stirred at 0° C. for about 1 hour, during which the sodium nitrate slowly dissolves. The mixture is stirred into ice/water and, after about 30 minutes, filtered with suction and washed thoroughly with water. The residue on the filter i... Reactants: C(C1=CC=CC=C1)OC=1C=CC(=C2CCC(NC12)=O)OC[C@H](CNCCC1=CC=C(NC2CCN(CC2)C(=O)NCCCCCCCC)C=C1)O (4-(4-{2-[((2S)-3-{[8-(Benzyloxy)-2-oxo-1,2,3,4-tetrahydro-5-quinolinyl]oxy}-2-hydroxypropyl)amino]ethyl}anilino)-N-octyl-1-piperidinecarboxamide), [H][H] (hydrogen). The reagents and catalysts are [Pd] (palladium on carbon). Run in C(C)O (ethanol). Yields the product C(CCCCCCC)NC(=O)N1CCC(CC1)NC1=CC=C(C=C1)CCNC[C@@H](COC1=C2CCC(NC2=C(C=C1)O)=O)O (4-(4-[2-[(2S)-2-Hydroxy-3-(8-hydroxy-2-oxo-1,2,3,4-tetrahydro-quinolin-5-yloxy)-propylamino]-ethyl}-phenylamino)-piperidine-1-carboxylicacid octylamide). Isolated yield 36.0%. As a reaction SMILES: C([O:8][C:9]1[CH:10]=[CH:11][C:12]([O:20][CH2:21][C@@H:22]([OH:51])[CH2:23][NH:24][CH2:25][CH2:26][C:27]2[CH:50]=[CH:49][C:30]([NH:31][CH:32]3[CH2:37][CH2:36][N:35]([C:38]([NH:40][CH2:41][CH2:42][CH2:43][CH2:44][CH2:45][CH2:46][CH2:47][CH3:48])=[O:39])[CH2:34][CH2:33]3)=[CH:29][CH:28]=2)=[C:13]2[C:18]=1[NH:17][C:16](=[O:19])[CH2:15][CH2:14]2)C1C=CC=CC=1.[H][H]>C(O)C.[Pd]>[CH2:41]([NH:40][C:38]([N:35]1[CH2:36][CH2:37][CH:32]([NH:31][C:30]2[CH:49]=[CH:50][C:27]([CH2:26][CH2:25][NH:24][CH2:23][C@H:22]([OH:51])[CH2:21][O:20][C:12]3[CH:11]=[CH:10][C:9]([OH:8])=[C:18]4[C:13]=3[CH2:14][CH2:15][C:16](=[O:19])[NH:17]4)=[CH:28][CH:29]=2)[CH2:33][CH2:34]1)=[O:39])[CH2:42][CH2:43][CH2:44][CH2:45][CH2:46][CH2:47][CH3:48]. Reported procedure: 4-(4-{2-[((2S)-3-{[8-(Benzyloxy)-2-oxo-1,2,3,4-tetrahydro-5-quinolinyl]oxy}-2-hydroxypropyl)amino]ethyl}anilino)-N-octyl-1-piperidinecarboxamide (0.16 g, 0.228 mmol) was dissolved in ethanol and 10% palladium on carbon (0.07 g) added. The solution was shaken in a Parr apparatus at 50 psi hydrogen atmosphere for 4 hours, filtered through a Celite pad and the solvent removed in vacuo. The residue was purified by flash silica gel chromatography on silica gel Merck-60 to yield the title compound (0.... The reactants are BrC=1C(=C(C(=CC1)Cl)CC(=O)NC=1N=CSC1C(=O)OC)Cl (methyl 4-{[(3-bromo-2,6-dichlorophenyl)acetyl]amino}-1,3-thiazole-5-carboxylate), ClC1=CC=C(S1)B(O)O ((5-chloro-2-thienyl)boronic acid), P(=O)([O-])([O-])[O-].[K+].[K+].[K+] (potassium phosphate), C1(CCCCC1)P(C1CCCCC1)C1CCCCC1 (tricyclohexylphosphine). Reagents/catalysts: C(C)(=O)[O-].[Pd+2].C(C)(=O)[O-] (palladium acetate). Run in C1(=CC=CC=C1)C (toluene), O (water). Run at temperature 180 celsius. Yields the product ClC1=C(C(=CC=C1C=1SC(=CC1)Cl)Cl)CC(=O)NC=1N=CSC1C(=O)OC (methyl 4-({[2,6-dichloro-3-(5-chloro-2-thienyl)phenyl]acetyl}amino)-1,3-thiazole-5-carboxylate). Reaction SMILES: Br[C:2]1[C:3]([Cl:22])=[C:4]([CH2:9][C:10]([NH:12][C:13]2[N:14]=[CH:15][S:16][C:17]=2[C:18]([O:20][CH3:21])=[O:19])=[O:11])[C:5]([Cl:8])=[CH:6][CH:7]=1.[Cl:23][C:24]1[S:28][C:27](B(O)O)=[CH:26][CH:25]=1.P([O-])([O-])([O-])=O.[K+].[K+].[K+].C1(P(C2CCCCC2)C2CCCCC2)CCCCC1>C1(C)C=CC=CC=1.O.C([O-])(=O)C.[Pd+2].C([O-])(=O)C>[Cl:22][C:3]1[C:2]([C:27]2[S:28][C:24]([Cl:23])=[CH:25][CH:26]=2)=[CH:7][CH:6]=[C:5]([Cl:8])[C:4]=1[CH2:9][C:10]([NH:12][C:13]1[N:14]=[CH:15][S:16][C:17]=1[C:18]([O:20][CH3:21])=[O:19])=[O:11] |f:2.3.4.5,9.10.11|. Procedure: 300 mg (0.71 mmol) of methyl 4-{[(3-bromo-2,6-dichlorophenyl)acetyl]amino}-1,3-thiazole-5-carboxylate and 230 mg (1.41 mmol) of (5-chloro-2-thienyl)boronic acid were dissolved in a mixture of 18 ml of toluene and 3 ml of water, and 450 mg (2.12 mmol) of potassium phosphate, 15.9 mg (0.07 mmol) of palladium acetate and 20 mg (0.07 mmol) of tricyclohexylphosphine were added in succession. With microwave irradiation, the reaction mixture was then heated at 180° C. for 1 h. The mixture was filtered ... The yield is 15.5%. Starting materials: [H-].[Na+] (sodium hydride), C(C1=CC=CC=C1)N1CC(OCC1)CCl (4-benzyl-2-(chloromethyl)morpholine), [I-].[K+] (potassium iodide), N1C(C2(C3=CC=CC=C13)COC1=CC3=C(OCCO3)C=C12)=O (2,3-dihydrospiro[furo[2,3-g][1,4]benzodioxine-8,3′-indol]-2′(1′H)-one). The product is C(C1=CC=CC=C1)N1CC(OCC1)CN1C(C2(C3=CC=CC=C13)COC1=CC3=C(OCCO3)C=C12)=O (1′-[(4-benzylmorpholin-2-yl)methyl]-2,3-dihydrospiro[furo[2,3-g][1,4]benzodioxine-8,3′-indol]-2′(1′H)-one). Reaction SMILES: [H-].[Na+].[NH:3]1[C:11]2[C:6](=[CH:7][CH:8]=[CH:9][CH:10]=2)[C:5]2([C:23]3[C:14](=[CH:15][C:16]4[O:21][CH2:20][CH2:19][O:18][C:17]=4[CH:22]=3)[O:13][CH2:12]2)[C:4]1=[O:24].[CH2:25]([N:32]1[CH2:37][CH2:36][O:35][CH:34]([CH2:38]Cl)[CH2:33]1)[C:26]1[CH:31]=[CH:30][CH:29]=[CH:28][CH:27]=1.[I-].[K+]>CN(C)C=O>[CH2:25]([N:32]1[CH2:37][CH2:36][O:35][CH:34]([CH2:38][N:3]2[C:11]3[C:6](=[CH:7][CH:8]=[CH:9][CH:10]=3)[C:5]3([C:23]4[C:14](=[CH:15][C:16]5[O:21][CH2:20][CH2:19][O:18][C:17]=5[CH:22]=4)[O:13][CH2:12]3)[C:4]2=[O:24])[CH2:33]1)[C:26]1[CH:27]=[CH:28][CH:29]=[CH:30][CH:31]=1 |f:0.1,4.5|. Reaction conditions: temperature 100 celsius, time 30 minute. Procedure: To a suspension of sodium hydride (60% w/w dispersion in mineral oil, 0.48 g, 12 mmol) in N,N-dimethylformamide (10 mL) at 0° C. was added 2,3-dihydrospiro[furo[2,3-g][1,4]benzodioxine-8,3′-indol]-2′(1′H)-one (2.95 g, 10 mmol). The reaction mixture was stirred for 30 min and 4-benzyl-2-(chloromethyl)morpholine (2.71 g, 12 mmol) and potassium iodide (0.10 g, 0.60 mmol) were added. The reaction mixture was heated at 100° C. for 16 h, allowed to cool to ambient temperature and concentrated in vacuo... Solvent: CN(C=O)C (N,N-dimethylformamide).